Dataset: the Open Reaction Database (ORD), a public repository of structured organic reaction records. Task: describe an organic reaction: reactants, conditions, products, and yield Starting materials: C1CCOC1, COC(=O)C(Cc1ccc2c(c1)OCC(c1ccc(OC(C)=O)cc1)O2)NS(=O)(=O)c1ccc([N+](=O)[O-])cc1, CC(C)OC(=O)N=NC(=O)OC(C)C, c1ccc(P(c2ccccc2)c2ccccc2)cc1, CCC(O)c1ccccc1. Product: CCC(c1ccccc1)N(C(Cc1ccc2c(c1)OCC(c1ccc(OC(C)=O)cc1)O2)C(=O)OC)S(=O)(=O)c1ccc([N+](=O)[O-])cc1. Reaction SMILES: [CH2:83]1[O:84][CH2:85][CH2:86][CH2:87]1.[CH3:1][O:2][C:3]([CH:4]([CH2:5][c:6]1[cH:7][c:8]2[c:9]([cH:24][cH:25]1)[O:10][CH:11]([c:14]1[cH:15][cH:16][c:17]([O:20][C:21]([CH3:22])=[O:23])[cH:18][cH:19]1)[CH2:12][O:13]2)[NH:26][S:27](=[O:28])(=[O:29])[c:30]1[cH:31][cH:32][c:33]([N+:36](=[O:37])[O-:38])[cH:34][cH:35]1)=[O:39].[O:69]=[C:70]([O:71][CH:72]([CH3:73])[CH3:74])[N:75]=[N:76][C:77]([O:78][CH:79]([CH3:80])[CH3:81])=[O:82].[c:40]1([P:41]([c:42]2[cH:43][cH:44][cH:45][cH:46][cH:47]2)[c:48]2[cH:49][cH:50][cH:51][cH:52][cH:53]2)[cH:54][cH:55][cH:56][cH:57][cH:58]1.[c:59]1([CH:65]([CH2:66][CH3:67])[OH:68])[cH:60][cH:61][cH:62][cH:63][cH:64]1>>[CH3:1][O:2][C:3]([CH:4]([CH2:5][c:6]1[cH:7][c:8]2[c:9]([cH:24][cH:25]1)[O:10][CH:11]([c:14]1[cH:15][cH:16][c:17]([O:20][C:21]([CH3:22])=[O:23])[cH:18][cH:19]1)[CH2:12][O:13]2)[N:26]([S:27](=[O:28])(=[O:29])[c:30]1[cH:31][cH:32][c:33]([N+:36](=[O:37])[O-:38])[cH:34][cH:35]1)[CH:65]([c:59]1[cH:60][cH:61][cH:62][cH:63][cH:64]1)[CH2:66][CH3:67])=[O:39]. Reactants: [OH-].[Na+] (NaOH), ClC1=C2C=CC=CC2=C(C2=CC=CC=C12)C=O (10-chloro-9-anthraldehyde), N1C=NC=C1 (imidazole), CC(C)(C)[O-].[K+] (KOtBu). Solvent: CN(C)C=O (DMF). Conditions: time 30 minute. Yields the product N1(C=NC=C1)C1=C2C=CC=CC2=C(C2=CC=CC=C12)C=O (10-(1-H-Imidazol-1-yl)-9-anthracencarbaldehyde). As a reaction SMILES: Cl[C:2]1[C:15]2[C:10](=[CH:11][CH:12]=[CH:13][CH:14]=2)[C:9]([CH:16]=[O:17])=[C:8]2[C:3]=1[CH:4]=[CH:5][CH:6]=[CH:7]2.[NH:18]1[CH:22]=[CH:21][N:20]=[CH:19]1.CC([O-])(C)C.[K+].[OH-].[Na+]>CN(C=O)C>[N:18]1([C:2]2[C:15]3[C:10](=[CH:11][CH:12]=[CH:13][CH:14]=3)[C:9]([CH:16]=[O:17])=[C:8]3[C:3]=2[CH:4]=[CH:5][CH:6]=[CH:7]3)[CH:22]=[CH:21][N:20]=[CH:19]1 |f:2.3,4.5|. Procedure: A solution of 10-chloro-9-anthraldehyde (Aldrich, 15 g, 0.062 mol), imidazole (Aldrich, 10.2 g, 0.15 mol) and DMF (300 mL) was warmed to 55° and treated with KOtBu (MCB, 7.9 g, 0.07 mol) and stirred for 30 min. The reaction mixture was poured into 0.1N NaOH (1.5 L). The precipitate was filtered and then chromatographed on a plug of SiO2 (500 g) using CH2Cl2 (3 L) as the initial eluting solvent to remove starting material and byproducts. The yellow product band was then eluted with EtOAc (2 L) to... The reactants are [BH4-].[Na+] (sodium borohydride), O=C1C(CSC1)CC1=CC=C(C=C1)C(C(=S)O)C (2-[4-(4-Oxothiolan-3-ylmethyl)phenyl]thiopropionic Acid), S(O)(O)(=O)=O (sulfuric acid). Solvent: O1CCCC1 (tetrahydrofuran). Run at time 4 hour. The product is OC1C(CSC1)CC1=CC=C(C=C1)C(C(=S)O)C (2-[4-(4-Hydroxythiolan-3-ylmethyl)phenyl]thiopropionic Acid). Yield: 15.9%. Reaction SMILES: [O:1]=[C:2]1[CH2:6][S:5][CH2:4][CH:3]1[CH2:7][C:8]1[CH:13]=[CH:12][C:11]([CH:14]([CH3:18])[C:15]([OH:17])=[S:16])=[CH:10][CH:9]=1.[BH4-].[Na+].S(=O)(=O)(O)O>O1CCCC1>[OH:1][CH:2]1[CH2:6][S:5][CH2:4][CH:3]1[CH2:7][C:8]1[CH:13]=[CH:12][C:11]([CH:14]([CH3:18])[C:15]([OH:17])=[S:16])=[CH:10][CH:9]=1 |f:1.2|. Procedure: 2-[4-(4-Oxothiolan-3-ylmethyl)phenyl]thiopropionic acid (100 mg) obtained in Example 11 was dissolved in tetrahydrofuran (5.0 ml), and to the solution was added sodium borohydride (16.2 mg) under ice cooling, and then the reaction mixture was stirred at room temperature for 4 hours. After completion of the reaction, to the reaction mixture was added 0.5 M aqueous sulfuric acid, and the reaction mixture was extracted with ethyl acetate, and the organic layer was washed with water and saturated br... Reactants: Cl.BrCCCOC1=CC=C(C=C1)C(N)=N (1-bromo-3-(4-amidinophenoxy)propane hydrochloride), C(C1=CC=CC=C1)OC(=O)Cl (benzyloxycarbonyl chloride). The solvent is C([O-])([O-])=O.[Na+].[Na+] (sodium carbonate), O (water), C(Cl)Cl (methylene chloride). Run at time 30 minute. Yields the product BrCCCOC1=CC=C(C=C1)C(NC(=O)OCC1=CC=CC=C1)=N (1-bromo-3-(4-benzyloxycarbonylamidinophenoxy)propane). RXN SMILES: Cl.[Br:2][CH2:3][CH2:4][CH2:5][O:6][C:7]1[CH:12]=[CH:11][C:10]([C:13](=[NH:15])[NH2:14])=[CH:9][CH:8]=1.[CH2:16]([O:23][C:24](Cl)=[O:25])[C:17]1[CH:22]=[CH:21][CH:20]=[CH:19][CH:18]=1>C(=O)([O-])[O-].[Na+].[Na+].O.C(Cl)Cl>[Br:2][CH2:3][CH2:4][CH2:5][O:6][C:7]1[CH:12]=[CH:11][C:10]([C:13](=[NH:14])[NH:15][C:24]([O:23][CH2:16][C:17]2[CH:22]=[CH:21][CH:20]=[CH:19][CH:18]=2)=[O:25])=[CH:9][CH:8]=1 |f:0.1,3.4.5|. Procedure details: In a mixed solvent of 175 ml of a saturated aqueous sodium carbonate solution, 90 ml of water and 350 ml of methylene chloride was dissolved 17.5 g of 1-bromo-3-(4-amidinophenoxy)propane hydrochloride, and 8.5 ml of benzyloxycarbonyl chloride was added thereto under ice-cooling. The resulting mixture was vigorously stirred at the same temperature for 30 minutes and then at room temperature for 4 hours, after which the organic layer was separated and the aqueous layer was extracted with 150 ml of... Starting materials: COC(=O)C1=C(C)NC(=O)N(C(=O)NCCCC(=O)Nc2cccc(C3CCN(C(=O)OC(C)(C)C)CC3)c2)C1c1ccc(F)cc1, ClCCl, O=C(O)C(F)(F)F. Product: COC(=O)C1=C(C)NC(=O)N(C(=O)NCCCC(=O)Nc2cccc(C3CCNCC3)c2)C1c1ccc(F)cc1. As a reaction SMILES: [C:1]([O:2][C:3](=[O:4])[N:8]1[CH2:9][CH2:10][CH:11]([c:14]2[cH:15][c:16]([NH:17][C:18]([CH2:19][CH2:20][CH2:21][NH:22][C:23](=[O:24])[N:25]3[C:26](=[O:43])[NH:27][C:28]([CH3:42])=[C:29]([C:38](=[O:39])[O:40][CH3:41])[CH:30]3[c:31]3[cH:32][cH:33][c:34]([F:37])[cH:35][cH:36]3)=[O:44])[cH:45][cH:46][cH:47]2)[CH2:12][CH2:13]1)([CH3:5])([CH3:6])[CH3:7].[Cl:55][CH2:56][Cl:57].[OH:48][C:49]([C:50]([F:51])([F:52])[F:53])=[O:54]>>[NH:8]1[CH2:9][CH2:10][CH:11]([c:14]2[cH:15][c:16]([NH:17][C:18]([CH2:19][CH2:20][CH2:21][NH:22][C:23](=[O:24])[N:25]3[C:26](=[O:43])[NH:27][C:28]([CH3:42])=[C:29]([C:38](=[O:39])[O:40][CH3:41])[CH:30]3[c:31]3[cH:32][cH:33][c:34]([F:37])[cH:35][cH:36]3)=[O:44])[cH:45][cH:46][cH:47]2)[CH2:12][CH2:13]1. The reactants are [O-2].[Mg+2] (magnesium oxide), [O-2].[Ca+2] (calcium oxide), C(=O)=O (carbon dioxide), [O-2].[Mg+2] (magnesium oxide), [O-2].[Ca+2] (calcium oxide), [O-2].[Ca+2] (calcium oxide), [Mg] (magnesium), [Ca] (calcium), [O-2].[Mg+2] (magnesium oxide). The solvent is O (water), O (water), O (water), O (water). Yields the product C([O-])(O)=O.[Mg+2].C([O-])(O)=O (magnesium bicarbonate), C([O-])(O)=O.[Ca+2].C([O-])(O)=O (calcium bicarbonate). As a reaction SMILES: [Mg:1].[Ca:2].[O-2:3].[Mg+2].[O-2].[Ca+2].[C:7](=[O:9])=[O:8]>O>[C:7](=[O:3])([OH:9])[O-:8].[Mg+2:1].[C:7](=[O:3])([OH:9])[O-:8].[C:7](=[O:3])([OH:9])[O-:8].[Ca+2:2].[C:7](=[O:3])([OH:9])[O-:8] |f:2.3,4.5,8.9.10,11.12.13|. Reported procedure: The roasting process of magnesium or/and calcium minerals is that the minerals are roasted for 1˜5 hours at 700˜1000° C. The process of digestion is that water is added into magnesium oxide and/or calcium oxide obtained after roasting to digest at 50˜95° C., for 0.5˜5 hours, according to the weight ratio of the liquid to solid: 1˜5:1 (calculated by the weight of water and magnesium oxide and/or calcium oxide), and then water is added to form slurry based on the weight ratio of the liquid to soli... The reactants are Ca3(PO4)2 SiO2, Ca3(PO4)2, C(C(O)C)(=O)OC (methyl lactate), C(C(O)C)(=O)OC (methyl lactate), C(C=C)(=O)O (acrylic acid), Ca3(PO4)2. Reagents/catalysts: Ca3(PO4)2 SiO2. Yields the product C(C=C)(=O)O (acrylic acid), C(C=C)(=O)OC (methyl acrylate). Reaction SMILES: [C:1]([O:6][CH3:7])(=[O:5])[CH:2]([CH3:4])O.C(O)(=O)C=C>>[C:1]([OH:6])(=[O:5])[CH:2]=[CH2:4].[C:1]([O:6][CH3:7])(=[O:5])[CH:2]=[CH2:4]. Reported procedure: Efficient dehydration of methyl lactate to acrylic acid using Ca3(PO4)2—SiO2 catalyst by Jong-Min Lee et. al (Catalysis Communications, Volume 11, Issue 15, 25 Sep. 2010, Pages 1176-1180) describes a series of catalysts consisting of Ca3(PO4)2 supported on SiO2 (silicate, colloidal silica and fumed silica) and Ca3(PO4)2—SiO2 (silicate) with different loadings of Ca3(PO4)2 (70 to 95 wt. %) was prepared by sol-gel and wet-impregnation methods. All the catalysts were found to be active in the vapor... Starting materials: CC(CCCCC1=CC=C(C=C1)C=CC1OC2=C(CO1)C=CC=C2)(C)OC2OCCCC2 (2-{4-[5-methyl-5-(tetrahydropyran-2-yloxy)hexyl]phenyl}vinyl-4H-benzo[1,3]dioxin), C(C)(=O)O (acetic acid), C1CCOC1 (THF). Run in O (water). The product is OCC1=C(C=C(C=C1)C=CC1=CC=C(C=C1)CCCCC(C)(C)O)O (2-Hydroxymethyl-5-{2-[4-(5-hydroxy-5-methylhexyl)phenyl]vinyl}phenol). RXN SMILES: [CH3:1][C:2]([O:26]C1CCCCO1)([CH3:25])[CH2:3][CH2:4][CH2:5][CH2:6][C:7]1[CH:12]=[CH:11][C:10]([CH:13]=[CH:14][CH:15]2OCC3C=CC=CC=3O2)=[CH:9][CH:8]=1.[C:33]([OH:36])(=O)[CH3:34].[CH2:37]1[CH2:41][O:40][CH2:39][CH2:38]1>O>[OH:40][CH2:39][C:38]1[CH:37]=[CH:41][C:15]([CH:14]=[CH:13][C:10]2[CH:9]=[CH:8][C:7]([CH2:6][CH2:5][CH2:4][CH2:3][C:2]([OH:26])([CH3:1])[CH3:25])=[CH:12][CH:11]=2)=[CH:34][C:33]=1[OH:36]. Procedure: In a manner similar to Example 8(k), by reacting 2 g (4.3 mmol) of 2,2-dimethyl-7-(2-{4-[5-methyl-5-(tetrahydropyran-2-yloxy)hexyl]phenyl}vinyl-4H-benzo[1,3]dioxin in a solution of 50 ml of acetic acid+25 ml of THF+12.5 ml of water, after purification on a silica column (ethyl acetate 50-heptane 50), a white powder (m=44 mg; Y=3%) is obtained. m.p.=163-5° C.